This data is from the Open Reaction Database (ORD), a public repository of structured organic reaction records. The task is: describe an organic reaction: reactants, conditions, products, and yield The reactants are C(=O)(O)[O-].[Na+] (NaHCO3), C(C1=CC=CC=C1)N1CC(CC1)N1N=NC(=C1)C(=O)NN (N-benzyl-3-(4-hydrazinocarbonyl-1,2,3-triazol -1-yl)pyrrolidine), CC(=O)O (AcOH), N(=O)[O-].[Na+] (NaNO2). The solvent is O (water). Reaction conditions: temperature 0 celsius, time 15 minute. Yields the product C(C1=CC=CC=C1)N1CC(CC1)N1N=NC(=C1)C(=O)N=[N+]=[N-] (N-Benzyl-3-(4-azido carbonyl-1,2,3-triazol-1-yl)pyrrolidine). RXN SMILES: [CH2:1]([N:8]1[CH2:12][CH2:11][CH:10]([N:13]2[CH:17]=[C:16]([C:18]([NH:20][NH2:21])=[O:19])[N:15]=[N:14]2)[CH2:9]1)[C:2]1[CH:7]=[CH:6][CH:5]=[CH:4][CH:3]=1.[N:22]([O-])=O.[Na+].CC(O)=O.C([O-])(O)=O.[Na+]>O>[CH2:1]([N:8]1[CH2:12][CH2:11][CH:10]([N:13]2[CH:17]=[C:16]([C:18]([N:20]=[N+:21]=[N-:22])=[O:19])[N:15]=[N:14]2)[CH2:9]1)[C:2]1[CH:7]=[CH:6][CH:5]=[CH:4][CH:3]=1 |f:1.2,4.5|. Procedure details: N-benzyl-3-(4-hydrazinocarbonyl-1,2,3-triazol -1-yl)pyrrolidine (3.6 g, 0.0125 mol) was dissolved in hot water (40 ml) and then cooled to 0° C. To the cooled suspension NaNO2 (950 mg, 0.0137 mol in 3 ml of water) was added dropwise and then glacial AcOH (7 ml) was added to the reaction mixture was stirred at 0° C. for 15 min. Reaction mixture was then neutralized by the addition of saturated NaHCO3. The separated white solid was filtered and washed with water, dried in vacuum oven. Yield: 3.73 g... The reactants are COC1=C(C=CC=C1OC)O (2,3-dimethoxyphenol), Cl.C(C1=CC=CC=C1)N1CC(C(CC1)=O)C(=O)OC (methyl 1-benzyl-4-oxo-3-piperidine-carboxylate hydrochloride). Product: C(C1=CC=CC=C1)N1CC2=C(CC1)C=1C=CC(=C(C1OC2=O)OC)OC (3-Benzyl-7,8-dimethoxy-1,2,3,4-tetrahydro-chromeno[3,4-c]pyridin-5-one). Isolated yield 35.0%. Reaction SMILES: [CH3:1][O:2][C:3]1[C:8]([O:9][CH3:10])=C[CH:6]=[CH:5][C:4]=1O.Cl.[CH2:13]([N:20]1[CH2:25][CH2:24][C:23](=O)[CH:22]([C:27]([O:29][CH3:30])=[O:28])[CH2:21]1)[C:14]1[CH:19]=[CH:18][CH:17]=[CH:16][CH:15]=1>>[CH2:13]([N:20]1[CH2:25][CH2:24][C:23]2[C:6]3[CH:5]=[CH:4][C:3]([O:2][CH3:1])=[C:8]([O:9][CH3:10])[C:30]=3[O:29][C:27](=[O:28])[C:22]=2[CH2:21]1)[C:14]1[CH:19]=[CH:18][CH:17]=[CH:16][CH:15]=1 |f:1.2|. Procedure details: Prepared by the procedure of Example 1 from 2,3-dimethoxyphenol and methyl 1-benzyl-4-oxo-3-piperidine-carboxylate hydrochloride. Yield 35%; mp 138°-140° C.